From a dataset of the Open Reaction Database (ORD), a public repository of structured organic reaction records. describe an organic reaction: reactants, conditions, products, and yield Starting materials: product, Cl.C(C=C)N1C(N(C(C=2NC(=NC12)CC1=CN=CC2=CC(=C(C=C12)OC)OC)=O)C)=O (3-allyl-8-(6,7-dimethoxy-isoquinolin-4-ylmethyl)-1-methyl-3,7-dihydro-purine-2,6-dione hydrochloride salt), 9-borabicyclo[2.2.0 ]nonane, [OH-].[Na+] (Sodium hydroxide), OO (hydrogen peroxide). The solvent is C1CCOC1 (THF). Conditions: temperature 50 celsius. The product is COC=1C=C2C(=CN=CC2=CC1OC)CC1=NC=2N(C(N(C(C2N1)=O)C)=O)CCCO (8-(6,7-dimethoxy-isoquinolin-4-ylmethyl)-3-(3-hydroxy-propyl)-1-methyl-3,7-dihydro-purine-2,6-dione). As a reaction SMILES: Cl.[CH2:2]([N:5]1[C:13]2[N:12]=[C:11]([CH2:14][C:15]3[C:24]4[C:19](=[CH:20][C:21]([O:27][CH3:28])=[C:22]([O:25][CH3:26])[CH:23]=4)[CH:18]=[N:17][CH:16]=3)[NH:10][C:9]=2[C:8](=[O:29])[N:7]([CH3:30])[C:6]1=[O:31])[CH:3]=[CH2:4].[OH-:32].[Na+].OO>C1COCC1>[CH3:26][O:25][C:22]1[CH:23]=[C:24]2[C:19](=[CH:20][C:21]=1[O:27][CH3:28])[CH:18]=[N:17][CH:16]=[C:15]2[CH2:14][C:11]1[NH:10][C:9]2[C:8](=[O:29])[N:7]([CH3:30])[C:6](=[O:31])[N:5]([CH2:2][CH2:3][CH2:4][OH:32])[C:13]=2[N:12]=1 |f:0.1,2.3|. Procedure: A suspension of the product of Example 13, 3-allyl-8-(6,7-dimethoxy-isoquinolin-4-ylmethyl)-1-methyl-3,7-dihydro-purine-2,6-dione hydrochloride salt (0.760 g, 1.87 mmol), 9-borabicyclo[2.2.0 ]nonane (0.5M THF solution, 18.7 ml, 9.35 mmol) and diisopropylethylarine (0.33 ml, 1.89 mmol) in THF (9 ml) is heated to reflux for 2.5 hours. Sodium hydroxide (4M aqueous solution, 6 ml) and hydrogen peroxide (27.5%, 3 ml) are added sequentially and the reaction heated at 50° C. for 1.5 hours. After evapor...